Dataset: the Open Reaction Database (ORD), a public repository of structured organic reaction records. Task: describe an organic reaction: reactants, conditions, products, and yield The reactants are ice, C(C1=CC=CC=C1)N1CC=2N=C(NC(C2CC1)=O)COC (7-benzyl-5,6,7,8-tetrahydro-2-(methoxymethyl)pyrido[3,4-d]pyrimidin-4(3H)-one), P(=O)(Cl)(Cl)Cl (phosphorus oxychloride), CN(C1=CC=CC=C1)C (N,N-dimethylaniline), C([O-])(O)=O.[Na+] (sodium bicarbonate). Solvent: ClCCCl (1,2-dichloroethane). Conditions: temperature 80 celsius. Yields the product C(C1=CC=CC=C1)N1CC=2N=C(N=C(C2CC1)Cl)COC (7-Benzyl-4-chloro-5,6,7,8-tetrahydro-2-(methoxymethyl)pyrido[3,4-d]pyrimidine). The yield is 82.3%. As a reaction SMILES: [CH2:1]([N:8]1[CH2:17][CH2:16][C:15]2[C:14](=O)[NH:13][C:12]([CH2:19][O:20][CH3:21])=[N:11][C:10]=2[CH2:9]1)[C:2]1[CH:7]=[CH:6][CH:5]=[CH:4][CH:3]=1.P(Cl)(Cl)([Cl:24])=O.CN(C)C1C=CC=CC=1.C(=O)(O)[O-].[Na+]>ClCCCl>[CH2:1]([N:8]1[CH2:17][CH2:16][C:15]2[C:14]([Cl:24])=[N:13][C:12]([CH2:19][O:20][CH3:21])=[N:11][C:10]=2[CH2:9]1)[C:2]1[CH:7]=[CH:6][CH:5]=[CH:4][CH:3]=1 |f:3.4|. Procedure details: A mixture of 7-benzyl-5,6,7,8-tetrahydro-2-(methoxymethyl)pyrido[3,4-d]pyrimidin-4(3H)-one (2.01 g, 7.04 mmol), phosphorus oxychloride (5.16 mL, 56.35 mmol) and N,N-dimethylaniline (0.89 mL, 7.04 mmol) in 1,2-dichloroethane was heated to 80° C. for two h. The mixture was allowed to cool to r.t. and poured over crushed ice (100 mL). The mixture was made basic (pH=˜8) by the addition of saturated aqueous sodium bicarbonate and extracted with ethyl acetate (200 mL). The organic layer was dried over... The reactants are Cc1ccc(S(=O)(=O)N=C=O)cc1, CC(=O)CC(=O)Cc1ccccc1, c1ccccc1. Product: CC(=O)C(C(=O)Cc1ccccc1)C(=O)NS(=O)(=O)c1ccc(C)cc1. RXN SMILES: [c:14]1([CH3:26])[cH:15][cH:16][c:17]([S:20](=[O:21])(=[O:22])[N:23]=[C:24]=[O:25])[cH:18][cH:19]1.[c:1]1([CH2:7][C:8]([CH2:9][C:10]([CH3:11])=[O:12])=[O:13])[cH:2][cH:3][cH:4][cH:5][cH:6]1.[cH:27]1[cH:28][cH:29][cH:30][cH:31][cH:32]1>>[c:1]1([CH2:7][C:8]([CH:9]([C:10]([CH3:11])=[O:12])[C:24]([NH:23][S:20]([c:17]2[cH:16][cH:15][c:14]([CH3:26])[cH:19][cH:18]2)(=[O:21])=[O:22])=[O:25])=[O:13])[cH:2][cH:3][cH:4][cH:5][cH:6]1. Reactants: IC1=C(C(=O)O)C=CC=C1 (o-iodobenzoic acid), ClC1=NC(=CC=C1)OCC (2-chloro-6-ethoxypyridine), C(C)OC1=CC=CC(=N1)N1N=C(C=C1N)C (1-(6-ethoxy-2-pyridinyl)-3-methyl-1H-pyrazol-5-ylamine), C(C)OC1=CC=CC(=N1)NN (6-ethoxy-2-hydrazinopyridine). The product is C(C)OC1=CC=CC(=N1)N1N=C(C=C1N)C (1-(6-ethoxy-2-pyridinyl)-3-methyl-1H-pyrazol-5-ylamine), ClC1=C2C(=NC3=CC=CC=C13)N(N=C2C)C2=NC(=CC=C2)OCC (4-Chloro-1-(6-ethoxy-2-pyridinyl)-3-methyl-1H-pyrazolo[3,4-b]quinoline). Yield: 36.0%. RXN SMILES: [CH2:1]([O:3][C:4]1[N:9]=[C:8]([N:10]2[C:14]([NH2:15])=[CH:13][C:12]([CH3:16])=[N:11]2)[CH:7]=[CH:6][CH:5]=1)[CH3:2].[CH2:17](OC1N=C(NN)C=CC=1)[CH3:18].[Cl:28][C:29]1[CH:34]=[CH:33][CH:32]=[C:31](OCC)N=1.IC1C=CC=CC=1C(O)=O>>[CH2:1]([O:3][C:4]1[N:9]=[C:8]([N:10]2[C:14]([NH2:15])=[CH:13][C:12]([CH3:16])=[N:11]2)[CH:7]=[CH:6][CH:5]=1)[CH3:2].[Cl:28][C:29]1[C:34]2[C:33](=[CH:32][CH:31]=[CH:17][CH:18]=2)[N:15]=[C:14]2[N:10]([C:8]3[CH:7]=[CH:6][CH:5]=[C:4]([O:3][CH2:1][CH3:2])[N:9]=3)[N:11]=[C:12]([CH3:16])[C:13]=12. Procedure: Following the procedure described in Reference Example 2-4, 1-(6-ethoxy-2-pyridinyl)-3-methyl-1H-pyrazol-5-ylamine was prepared from 6-ethoxy-2-hydrazinopyridine which was prepared from 2-chloro-6-ethoxypyridine following the method described in Reference Example 2-2. Subsequently, following the methods described in Reference Example 2-5 and Example 2-1, the title compound was prepared from o-iodobenzoic acid and 1-(6-ethoxy-2-pyridinyl)-3-methyl-1H-pyrazol-5-ylamine (36% yield). The reactants are NC=1C=C(C=CC1)CC(=O)O (3-amino phenylacetic acid), CO (methanol), S(=O)(Cl)Cl (thionyl chloride). Reaction conditions: time 16 hour. The product is Cl.COC(CC1=CC(=CC=C1)N)=O (3-amino phenylacetic acid methylester hydrochloride). Isolated yield 96.8%. As a reaction SMILES: [NH2:1][C:2]1[CH:3]=[C:4]([CH2:8][C:9]([OH:11])=[O:10])[CH:5]=[CH:6][CH:7]=1.S(Cl)([Cl:14])=O.[CH3:16]O>>[ClH:14].[CH3:16][O:10][C:9](=[O:11])[CH2:8][C:4]1[CH:5]=[CH:6][CH:7]=[C:2]([NH2:1])[CH:3]=1 |f:3.4|. Reported procedure: A suspension of 3-amino phenylacetic acid (5.0 g, 33 mmol) in methanol (50 ml) at 0° C. under argon was slowly treated with thionyl chloride (19.4 g, 165 mmol). After completion of addition, the reaction mixture was allowed to warm up to room temperature and stirred for 16 hours. The solvent was evaporated and the residue was triturated with ethyl ether to give 3-amino phenylacetic acid methylester hydrochloride (5.3 g, 96.8% ) as a colorless solid. 1H NMR (CDCl3) δ10.6 (s, 2H), 7.42 (m, 4H), 3.... Starting materials: OC(CNC(=C[N+](=O)[O-])NCCCOC1=CC(=CC=C1)CN1CCCCC1)C1=CC=C(C=C1)[N+](=O)[O-] (N-[2-hydroxy-2-(4-nitrophenyl)ethyl]-2-nitro-N'-[3-(3-piperidinomethylphenoxy)propyl]-1,1-ethenediamine), [H][H] (hydrogen). Run in C(C)O (ethanol). Product: NC1=CC=C(C=C1)C(CNC(=C[N+](=O)[O-])NCCCOC1=CC(=CC=C1)CN1CCCCC1)O (N-[2-(4-aminophenyl)-2-hydroxyethyl]-2-nitro-N'-[3-(3-piperidinomethylphenoxy)propyl]-1,1-ethenediamine). Yield: 39.9%. As a reaction SMILES: [OH:1][CH:2]([C:28]1[CH:33]=[CH:32][C:31]([N+:34]([O-])=O)=[CH:30][CH:29]=1)[CH2:3][NH:4][C:5]([NH:10][CH2:11][CH2:12][CH2:13][O:14][C:15]1[CH:20]=[CH:19][CH:18]=[C:17]([CH2:21][N:22]2[CH2:27][CH2:26][CH2:25][CH2:24][CH2:23]2)[CH:16]=1)=[CH:6][N+:7]([O-:9])=[O:8].[H][H]>C(O)C>[NH2:34][C:31]1[CH:30]=[CH:29][C:28]([CH:2]([OH:1])[CH2:3][NH:4][C:5]([NH:10][CH2:11][CH2:12][CH2:13][O:14][C:15]2[CH:20]=[CH:19][CH:18]=[C:17]([CH2:21][N:22]3[CH2:27][CH2:26][CH2:25][CH2:24][CH2:23]3)[CH:16]=2)=[CH:6][N+:7]([O-:9])=[O:8])=[CH:33][CH:32]=1. Procedure: With 15 ml of ethanol was mixed 0.8 g of N-[2-hydroxy-2-(4-nitrophenyl)ethyl]-2-nitro-N'-[3-(3-piperidinomethylphenoxy)propyl]-1,1-ethenediamine, and hydrogen gas was introduced thereinto in the presence of 0.1 g of 5% (by weight) palladium carbon at ordinary temperature and under atmospheric pressure for 7 hours until the absorption of hydrogen gas ceased. Subsequently, the catalyst was removed by filtration and the solvent was removed by distillation under reduced pressure. The resulting resid... The reactants are CC(C)C[Al+]CC(C)C, CCOC(=O)c1cn2nccnc2n1, ClCCl, [H-]. The product is O=Cc1cn2nccnc2n1. RXN SMILES: [CH2:16]([Al+:17][CH2:18][CH:19]([CH3:20])[CH3:21])[CH:22]([CH3:23])[CH3:24].[CH2:1]([O:3][C:4](=[O:2])[c:6]1[n:7][c:8]2[n:9]([n:10][cH:11][cH:12][n:13]2)[cH:14]1)[CH3:5].[Cl:25][CH2:26][Cl:27].[H-:15]>>[O:3]=[CH:4][c:6]1[n:7][c:8]2[n:9]([n:10][cH:11][cH:12][n:13]2)[cH:14]1. Reactants: N([C@@H](CCCNC(N)=N)C(=O)NCC(=O)OC(C)(C)C)C(=O)OCC1=CC=CC=C1 (Z-Arg-Gly-OtBu). Run in O1CCCC1 (tetrahydrofuran). The product is N(C(=N)N)CCC[C@H]1C(N(C(N1)=O)CC(=O)O)=O ([5-(S)-(3-Guanidino-propyl)-2,4-dioxo-imidazolidin-3-yl]acetic acid). As a reaction SMILES: [NH:1]([C:21]([O:23]CC1C=CC=CC=1)=O)[C@H:2]([C:10]([NH:12][CH2:13][C:14]([O:16]C(C)(C)C)=[O:15])=[O:11])[CH2:3][CH2:4][CH2:5][NH:6][C:7](=[NH:9])[NH2:8]>O1CCCC1>[NH:6]([CH2:5][CH2:4][CH2:3][C@@H:2]1[NH:1][C:21](=[O:23])[N:12]([CH2:13][C:14]([OH:16])=[O:15])[C:10]1=[O:11])[C:7]([NH2:8])=[NH:9]. Procedure details: 67.5 g of Z-Arg-Gly-OtBu are suspended in 800 ml of absolute tetrahydrofuran and refluxed for 2 hours. The mixture is then concentrated and the residue is triturated with methyl tert.-butyl ether. The precipitate is filtered off with suction and dried. Yield 54.2 g. Starting materials: CC(C)(C)OC(=O)N1CCc2sc(C=O)cc2C1, NC1CCN(S(=O)(=O)c2ccc3cc(Cl)ccc3c2)C1. Product: CC(C)(C)OC(=O)N1CCc2sc(CNC3CCN(S(=O)(=O)c4ccc5cc(Cl)ccc5c4)C3)cc2C1. As a reaction SMILES: [C:1]([CH3:2])([CH3:3])([CH3:4])[O:5][C:6](=[O:7])[N:8]1[CH2:9][c:10]2[c:11]([s:14][c:15]([CH:17]=[O:18])[cH:16]2)[CH2:12][CH2:13]1.[NH2:19][CH:20]1[CH2:21][N:22]([S:25](=[O:26])(=[O:27])[c:28]2[cH:29][c:30]3[cH:31][cH:32][c:33]([Cl:38])[cH:34][c:35]3[cH:36][cH:37]2)[CH2:23][CH2:24]1>>[C:1]([CH3:2])([CH3:3])([CH3:4])[O:5][C:6](=[O:7])[N:8]1[CH2:9][c:10]2[c:11]([s:14][c:15]([CH2:17][NH:19][CH:20]3[CH2:21][N:22]([S:25](=[O:26])(=[O:27])[c:28]4[cH:29][c:30]5[cH:31][cH:32][c:33]([Cl:38])[cH:34][c:35]5[cH:36][cH:37]4)[CH2:23][CH2:24]3)[cH:16]2)[CH2:12][CH2:13]1.